From a dataset of the Open Reaction Database (ORD), a public repository of structured organic reaction records. describe an organic reaction: reactants, conditions, products, and yield Starting materials: NC1=C(C(=NN1C)O)C1=CC=C(C=C1)C (5-amino-1-methyl-4-(4-methylphenyl)-1H-pyrazol-3-ol), C([O-])([O-])=O.[K+].[K+] (potassium carbonate), C(C)(=O)OCCBr (2-bromoethyl acetate). Solvent: CN(C=O)C (dimethyl formamide), O (water). Conditions: time 16 hour. Yields the product C(C)(=O)OCCOC1=NN(C(=C1C1=CC=C(C=C1)C)N)C (2-{[5-amino-1-methyl-4-(4-methylphenyl)-1H-pyrazol-3-yl]oxy}ethyl acetate). Isolated yield 42.5%. As a reaction SMILES: [NH2:1][C:2]1[N:6]([CH3:7])[N:5]=[C:4]([OH:8])[C:3]=1[C:9]1[CH:14]=[CH:13][C:12]([CH3:15])=[CH:11][CH:10]=1.C(=O)([O-])[O-].[K+].[K+].[C:22]([O:25][CH2:26][CH2:27]Br)(=[O:24])[CH3:23]>CN(C)C=O.O>[C:22]([O:25][CH2:26][CH2:27][O:8][C:4]1[C:3]([C:9]2[CH:14]=[CH:13][C:12]([CH3:15])=[CH:11][CH:10]=2)=[C:2]([NH2:1])[N:6]([CH3:7])[N:5]=1)(=[O:24])[CH3:23] |f:1.2.3|. Reported procedure: To 5-amino-1-methyl-4-(4-methylphenyl)-1H-pyrazol-3-ol (Preparation 3a) (250 mg) in dimethyl formamide (5 ml) at room temperature was added potassium carbonate (510 mg) and 2-bromoethyl acetate (205 mg), the mixture was stirred for 16 hrs. The reaction was diluted with water (60 ml) and extracted with ethyl acetate (3×30 ml). The organic fractions were combined, washed with water (2×30 ml) and brine (30 ml) and dried over magnesium sulfate, filtered concentrated under reduced pressure. The resid... Reactants: COC(\C=C(/CCl)\OC)=O (3-methoxy-4-chloro-2E-butenoic acid methyl ester), product, [Na] (sodium), C(C)(=S)O (thioacetic acid). Run in CO (methanol), CO (methanol). Reaction conditions: temperature 0 celsius, time 8 hour. The product is COC(\C=C(/COC(C)=S)\OC)=O (3-methoxy-4-thioacetoxy-2E-butenoic acid methyl ester). The yield is 98.7%. RXN SMILES: [Na].[C:2]([OH:5])(=[S:4])[CH3:3].[CH3:6][O:7][C:8](=[O:15])/[CH:9]=[C:10](/[O:13][CH3:14])\[CH2:11]Cl>CO>[CH3:6][O:7][C:8](=[O:15])/[CH:9]=[C:10](/[O:13][CH3:14])\[CH2:11][O:5][C:2](=[S:4])[CH3:3] |^1:0|. Procedure details: 4.07 g (0.177 mol) of sodium is dissolved in 180 ml of methanol and cooled to 0° C. 13.47 g (0.171 mol) of thioacetic acid is instilled in this solution. Then this solution is mixed at 0° C. with a solution of 29.15 g (0.150 mol) of 3-methoxy-4-chloro-2E-butenoic acid methyl ester in 40 ml of methanol. It is stirred again overnight at room temperature. The precipitated salt is filtered off, the solvent is evaporated on the rotary evaporator and mixed with a little methylene chloride for precipit... The reactants are BrC1=CN=C(S1)NC(=O)NC1=C(C=C(C=C1)C)C(=O)C1CCCC1 (1-(5-bromo-thiazol-2-yl)-3-(2-cyclopentanecarbonyl-4-methyl-phenyl)-urea), SC1=NN=NN1CC(=O)O ((5-mercapto-tetrazol-1-yl)-acetic acid). The product is C1(CCCC1)C(=O)C1=C(C=CC(=C1)C)NC(NC=1SC(=CN1)SC1=NN=NN1CC(=O)O)=O ((5-{2-[3-(2-Cyclopentanecarbonyl-4-methyl-phenyl)-ureido]-thiazol-5-ylsulfanyl}-tetrazol-1-yl)-acetic acid). The yield is 27.9%. Reaction SMILES: Br[C:2]1[S:6][C:5]([NH:7][C:8]([NH:10][C:11]2[CH:16]=[CH:15][C:14]([CH3:17])=[CH:13][C:12]=2[C:18]([CH:20]2[CH2:24][CH2:23][CH2:22][CH2:21]2)=[O:19])=[O:9])=[N:4][CH:3]=1.[SH:25][C:26]1[N:30]([CH2:31][C:32]([OH:34])=[O:33])[N:29]=[N:28][N:27]=1>>[CH:20]1([C:18]([C:12]2[CH:13]=[C:14]([CH3:17])[CH:15]=[CH:16][C:11]=2[NH:10][C:8](=[O:9])[NH:7][C:5]2[S:6][C:2]([S:25][C:26]3[N:30]([CH2:31][C:32]([OH:34])=[O:33])[N:29]=[N:28][N:27]=3)=[CH:3][N:4]=2)=[O:19])[CH2:24][CH2:23][CH2:22][CH2:21]1. Reported procedure: (5-{2-[3-(2-Cyclopentanecarbonyl-4-methyl-phenyl)-ureido]-thiazol-5-ylsulfanyl}-tetrazol-1-yl)-acetic acid (136 mg, 28%) was prepared from 1-(5-bromo-thiazol-2-yl)-3-(2-cyclopentanecarbonyl-4-methyl-phenyl)-urea (408 mg, 1 mmol) and (5-mercapto-tetrazol-1-yl)-acetic acid (320 mg, 2 mmol) following the general procedure Y. Starting materials: FC=1C=NC=C(C1[S-])F.[Na+] (sodium 3,5-difluoropyridine-4-thiolate), ClC1=C(C=C(S1)C(=O)OC)[N+](=O)[O-] (methyl 5-chloro-4-nitro-thiophene-2-carboxylate). Product: FC=1C=NC=C(C1SC1=C(C=C(S1)C(=O)OC)[N+](=O)[O-])F (Methyl 5-((3,5-difluoropyridin-4-yl)thio)-4-nitrothiophene-2-carboxylate). Yield: 66.9%. As a reaction SMILES: [F:1][C:2]1[CH:3]=[N:4][CH:5]=[C:6]([F:9])[C:7]=1[S-:8].[Na+].Cl[C:12]1[S:16][C:15]([C:17]([O:19][CH3:20])=[O:18])=[CH:14][C:13]=1[N+:21]([O-:23])=[O:22]>>[F:1][C:2]1[CH:3]=[N:4][CH:5]=[C:6]([F:9])[C:7]=1[S:8][C:12]1[S:16][C:15]([C:17]([O:19][CH3:20])=[O:18])=[CH:14][C:13]=1[N+:21]([O-:23])=[O:22] |f:0.1|. Reported procedure: Prepared according to the procedure described for example 18, sodium 3,5-difluoropyridine-4-thiolate (529 mg, 3.6 mmol) reacted with methyl 5-chloro-4-nitro-thiophene-2-carboxylate (800 mg, 3.6 mmol) to afford the titled product (800 mg, 67% yield). 1H NMR (400 MHz, d6-DMSO) δ: 8.91 (2H, s), 8.18 (1H, s), 3.85 (3H, s). MS m/z: 333.04 [M+H]+. Reactants: C([O-])([O-])=O.[K+].[K+] (Potassium carbonate), O (water), ClC1=NC(=NC(=C1)N1C(CCC1)C(F)(F)F)N (4-chloro-6-[2-(trifluoromethyl)-1-pyrrolidinyl]-2-pyrimidinamine), C(#N)C1=C(C=C(C=C1)B(O)O)F ((4-cyano-3-fluorophenyl)boronic acid). Reagents/catalysts: C=1C=CC(=CC1)[P](C=2C=CC=CC2)(C=3C=CC=CC3)[Pd]([P](C=4C=CC=CC4)(C=5C=CC=CC5)C=6C=CC=CC6)([P](C=7C=CC=CC7)(C=8C=CC=CC8)C=9C=CC=CC9)[P](C=1C=CC=CC1)(C=1C=CC=CC1)C=1C=CC=CC1 (Pd(PPh3)4). Run in O1CCOCC1 (1,4-dioxane), CCOC(=O)C (EtOAc). Reaction conditions: temperature 100 celsius. The product is NC1=NC(=CC(=N1)C1=CC(=C(C#N)C=C1)F)N1C(CCC1)C(F)(F)F (4-{2-Amino-6-[2-(trifluoromethyl)-1-pyrrolidinyl]-4-pyrimidinyl}-2-fluorobenzonitrile). Isolated yield 59.5%. RXN SMILES: C(=O)([O-])[O-].[K+].[K+].O.Cl[C:9]1[CH:14]=[C:13]([N:15]2[CH2:19][CH2:18][CH2:17][CH:16]2[C:20]([F:23])([F:22])[F:21])[N:12]=[C:11]([NH2:24])[N:10]=1.[C:25]([C:27]1[CH:32]=[CH:31][C:30](B(O)O)=[CH:29][C:28]=1[F:36])#[N:26]>O1CCOCC1.CCOC(C)=O.C1C=CC([P]([Pd]([P](C2C=CC=CC=2)(C2C=CC=CC=2)C2C=CC=CC=2)([P](C2C=CC=CC=2)(C2C=CC=CC=2)C2C=CC=CC=2)[P](C2C=CC=CC=2)(C2C=CC=CC=2)C2C=CC=CC=2)(C2C=CC=CC=2)C2C=CC=CC=2)=CC=1>[NH2:24][C:11]1[N:10]=[C:9]([C:30]2[CH:31]=[CH:32][C:27]([C:25]#[N:26])=[C:28]([F:36])[CH:29]=2)[CH:14]=[C:13]([N:15]2[CH2:19][CH2:18][CH2:17][CH:16]2[C:20]([F:23])([F:22])[F:21])[N:12]=1 |f:0.1.2,^1:52,54,73,92|. Procedure: Potassium carbonate (129 mg, 0.934 mmol) and water (1.5 mL) were added to a stirring mixture of 4-chloro-6-[2-(trifluoromethyl)-1-pyrrolidinyl]-2-pyrimidinamine (83 mg, 0.311 mmol) and (4-cyano-3-fluorophenyl)boronic acid (61.6 mg, 0.374 mmol) in 1,4-dioxane (3 mL). After degassing, Pd(PPh3)4 (29 mg, 0.025 mmol) was added, and the vessel was seal and heated at 100° C. in an oil bath overnight. LCMS showed complete conversion. The mixture was diluted with EtOAc, and washed with water. The aqueous... The reactants are CCCC[N+](CCCC)(CCCC)CCCC, C1CCOC1, CCOC(=O)C1CC2(CC(O[Si](C)(C)C(C)(C)C)C2)CN1C(=O)OCc1ccccc1, CC(=O)O, [F-]. Product: CCOC(=O)C1CC2(CC(O)C2)CN1C(=O)OCc1ccccc1. Reaction SMILES: [CH2:37]([N+:38]([CH2:39][CH2:40][CH2:41][CH3:42])([CH2:43][CH2:44][CH2:45][CH3:46])[CH2:47][CH2:48][CH2:49][CH3:50])[CH2:51][CH2:52][CH3:53].[CH2:54]1[O:55][CH2:56][CH2:57][CH2:58]1.[CH3:1][C:2]([Si:3]([CH3:4])([CH3:5])[O:6][CH:7]1[CH2:8][C:9]2([CH2:10]1)[CH2:11][N:12]([C:20](=[O:21])[O:22][CH2:23][c:24]1[cH:25][cH:26][cH:27][cH:28][cH:29]1)[CH:13]([C:15](=[O:16])[O:17][CH2:18][CH3:19])[CH2:14]2)([CH3:30])[CH3:31].[CH3:32][C:33](=[O:34])[OH:35].[F-:36]>>[OH:6][CH:7]1[CH2:8][C:9]2([CH2:10]1)[CH2:11][N:12]([C:20](=[O:21])[O:22][CH2:23][c:24]1[cH:25][cH:26][cH:27][cH:28][cH:29]1)[CH:13]([C:15](=[O:16])[O:17][CH2:18][CH3:19])[CH2:14]2. Starting materials: FC1=CC=C(N)C=C1 (4-fluoroaniline), ice water, ClS(=O)(=O)N=C=O (chlorosulfonyl isocyanate), [Cl-].[Al+3].[Cl-].[Cl-] (aluminum chloride). The solvent is [N+](=O)([O-])C (nitromethane), [N+](=O)([O-])CC (nitroethane). Reaction conditions: temperature -80 celsius, time 10 minute. The product is FC1=CC2=C(NC(NS2(=O)=O)=O)C=C1 (7-fluoro-2H,4H-benzo[e]1,2,4-thiadiazine-1,1,3-trione). Reaction SMILES: Cl[S:2]([N:5]=[C:6]=[O:7])(=[O:4])=[O:3].[F:8][C:9]1[CH:15]=[CH:14][C:12]([NH2:13])=[CH:11][CH:10]=1.[Cl-].[Al+3].[Cl-].[Cl-]>[N+](CC)([O-])=O.[N+](C)([O-])=O>[F:8][C:9]1[CH:15]=[CH:14][C:12]2[NH:13][C:6](=[O:7])[NH:5][S:2](=[O:4])(=[O:3])[C:11]=2[CH:10]=1 |f:2.3.4.5|. Reported procedure: After dissolving chlorosulfonyl isocyanate (3.29 mL, 37.8 mmol) in nitroethane (45 mL), the mixture was cooled to −80° C. A solution of 4-fluoroaniline (3.50 g, 31.5 mmol) in nitromethane (5 mL) was then added dropwise thereto over a period of 10 minutes. The reaction mixture was heated to 0° C., and aluminum chloride (5.33 g, 40.0 mmol) was added. After heating to reflux for 30 minutes, the reaction mixture was cooled to room temperature and then poured into ice water (120 mL). The precipitated...